From a dataset of the Open Reaction Database (ORD), a public repository of structured organic reaction records. describe an organic reaction: reactants, conditions, products, and yield Reported procedure: 22 g of finely powdered 3-benzoylacrylic acid was added in 1-gram portions to 11° g of stirred fuming (90%) nitric acid at -5° over a 30-minute period, the mixture being allowed to heat to 0°. Then the temperature of the mixture was allowed to rise to 2° and held until a clear solution was obtained. The mixture then was poured on ice, and the solid which formed was filtered, washed with water, dried (MgS04) and recrystallized from ethanol to give 3-(3-nitrobenzoyl)acrylic acid (8A), m.p.: 199°-2... Yields the product [N+](=O)([O-])C=1C=C(C(=O)C=CC(=O)O)C=CC1 (3-(3-nitrobenzoyl)acrylic acid). RXN SMILES: [C:1]([CH:9]=[CH:10][C:11]([OH:13])=[O:12])(=[O:8])[C:2]1[CH:7]=[CH:6][CH:5]=[CH:4][CH:3]=1.[N+:14]([O-])([OH:16])=[O:15]>>[N+:14]([C:4]1[CH:3]=[C:2]([CH:7]=[CH:6][CH:5]=1)[C:1]([CH:9]=[CH:10][C:11]([OH:13])=[O:12])=[O:8])([O-:16])=[O:15]. Reactants: C(C1=CC=CC=C1)(=O)C=CC(=O)O (3-benzoylacrylic acid), [N+](=O)(O)[O-] (nitric acid). Reactants: O=C1N(C(CC1)=O)OC(C1=CC=C(C=C1)OC(N(C1=CC=CC=C1)C)=O)=O (4-(methyl-phenyl-carbamoyloxy)-benzoic acid 2,5-dioxo-pyrrolidin-1-yl ester), C1(CCCCC1)N (cyclohexylamine). Yields the product C1(CCCCC1)NC(=O)C1=CC=C(C=C1)OC(N(C1=CC=CC=C1)C)=O (Methyl-phenyl-carbamic acid 4-cyclohexylcarbamoyl-phenyl ester). RXN SMILES: O=C1CCC(=O)N1O[C:9](=[O:27])[C:10]1[CH:15]=[CH:14][C:13]([O:16][C:17](=[O:26])[N:18]([CH3:25])[C:19]2[CH:24]=[CH:23][CH:22]=[CH:21][CH:20]=2)=[CH:12][CH:11]=1.[CH:28]1([NH2:34])[CH2:33][CH2:32][CH2:31][CH2:30][CH2:29]1>>[CH:28]1([NH:34][C:9]([C:10]2[CH:11]=[CH:12][C:13]([O:16][C:17](=[O:26])[N:18]([CH3:25])[C:19]3[CH:20]=[CH:21][CH:22]=[CH:23][CH:24]=3)=[CH:14][CH:15]=2)=[O:27])[CH2:33][CH2:32][CH2:31][CH2:30][CH2:29]1. Reported procedure: The title product was prepared from 4-(methyl-phenyl-carbamoyloxy)-benzoic acid 2,5-dioxo-pyrrolidin-1-yl ester and cyclohexylamine. The crude product was used without further purification (79%, off-white crystals). HPLC-MS: m/z=353.2 (M+1); Rt: 3.98 min. Reactants: C1(CC1)C=1C(=CC(=NC1)C(=O)O)OCC(F)F (5-cyclopropyl-4-(2,2-difluoroethoxy)pyridine-2-carboxylic acid), NC(CC(=O)N)(C)C1CC1 (3-amino-3-cyclopropyl-butanamide). Yields the product NC(CC(C)(C1CC1)NC(=O)C1=NC=C(C(=C1)OCC(F)F)C1CC1)=O (N-(3-amino-1-cyclopropyl-1-methyl-3-oxo-propyl)-5-cyclopropyl-4-(2,2-difluoroethoxy)pyridine-2-carboxamide). RXN SMILES: [CH:1]1([C:4]2[C:5]([O:13][CH2:14][CH:15]([F:17])[F:16])=[CH:6][C:7]([C:10]([OH:12])=O)=[N:8][CH:9]=2)[CH2:3][CH2:2]1.[NH2:18][C:19]([CH:25]1[CH2:27][CH2:26]1)([CH3:24])[CH2:20][C:21]([NH2:23])=[O:22]>>[NH2:23][C:21](=[O:22])[CH2:20][C:19]([NH:18][C:10]([C:7]1[CH:6]=[C:5]([O:13][CH2:14][CH:15]([F:17])[F:16])[C:4]([CH:1]2[CH2:2][CH2:3]2)=[CH:9][N:8]=1)=[O:12])([CH:25]1[CH2:27][CH2:26]1)[CH3:24]. Procedure: The title compound was synthesized in analogy to Example 112e, using 5-cyclopropyl-4-(2,2-difluoroethoxy)pyridine-2-carboxylic acid (example 145d) and 3-amino-3-cyclopropyl-butanamide (example 270c) as starting materials and isolated (55 mg, 52%) as a racemate; MS (ESI, m/z): 368.3 (M+H+).